This data is from the Open Reaction Database (ORD), a public repository of structured organic reaction records. The task is: describe an organic reaction: reactants, conditions, products, and yield Starting materials: BrC1=C(SC=2N(C(N(C(C21)=O)C)=O)C)C(=O)OCC (Ethyl 5-bromo-1,3-dimethyl-2,4-dioxo-1,2,3,4-tetrahydrothieno[2,3-d]pyrimidine-6-carboxylate), intermediate, C([O-])([O-])=O.[Cs+].[Cs+] (cesium carbonate), C(C=C)B1OC(C)(C)C(C)(C)O1 (allyl boronic acid pinacol ester). Reagents/catalysts: C=1C=CC(=CC1)[P](C=2C=CC=CC2)(C=3C=CC=CC3)[Pd]([P](C=4C=CC=CC4)(C=5C=CC=CC5)C=6C=CC=CC6)([P](C=7C=CC=CC7)(C=8C=CC=CC8)C=9C=CC=CC9)[P](C=1C=CC=CC1)(C=1C=CC=CC1)C=1C=CC=CC1 (Tetrakis(triphenylphosphine)palladium(0)). Solvent: C1CCOC1 (THF), O (water). Product: C(C=C)C1=C(SC=2N(C(N(C(C21)=O)C)=O)C)C(=O)OCC (Ethyl 5-allyl-1,3-dimethyl-2,4-dioxo-1,2,3,4-tetrahydrothieno[2,3-d]pyrimidine-6-carboxylate). RXN SMILES: Br[C:2]1[C:10]2[C:9](=[O:11])[N:8]([CH3:12])[C:7](=[O:13])[N:6]([CH3:14])[C:5]=2[S:4][C:3]=1[C:15]([O:17][CH2:18][CH3:19])=[O:16].C(=O)([O-])[O-].[Cs+].[Cs+].[CH2:26](B1OC(C)(C)C(C)(C)O1)[CH:27]=[CH2:28]>C1COCC1.O.C1C=CC([P]([Pd]([P](C2C=CC=CC=2)(C2C=CC=CC=2)C2C=CC=CC=2)([P](C2C=CC=CC=2)(C2C=CC=CC=2)C2C=CC=CC=2)[P](C2C=CC=CC=2)(C2C=CC=CC=2)C2C=CC=CC=2)(C2C=CC=CC=2)C2C=CC=CC=2)=CC=1>[CH2:28]([C:2]1[C:10]2[C:9](=[O:11])[N:8]([CH3:12])[C:7](=[O:13])[N:6]([CH3:14])[C:5]=2[S:4][C:3]=1[C:15]([O:17][CH2:18][CH3:19])=[O:16])[CH:27]=[CH2:26] |f:1.2.3,^1:47,49,68,87|. Procedure: To a stirred solution of Step 5 intermediate (24.5 g, 70.60 mmol) in dry THF (350 ml) was added cesium carbonate (46.0 g, 141.20 mmol) and allyl boronic acid pinacol ester (23.8 ml, 127.08 mmol) under nitrogen atmosphere and the mixture was degassed for 10 min. Tetrakis(triphenylphosphine)palladium(0) (8.1 g, 7.06 mmol) was added and the reaction was refluxed for 24 h under nitrogen atmosphere. The reaction mixture was diluted with water (250 ml) and extracted with ethyl acetate (3×100 ml). The ... Starting materials: ClC1=NC=C(C=C1C(=O)C(C#N)=CN(C)C)[N+](=O)[O-] (2-(2-chloro-5-nitro-pyridine-3-carbonyl)-3-dimethylamino-acrylonitrile). The solvent is C(C)O (ethanol), [OH-].[NH4+] (ammonium hydroxide). Yields the product [N+](=O)([O-])C=1C=C2C(C(=CNC2=NC1)C#N)=O (6-Nitro-4-oxo-1,4-dihydro-[1.8]naphthyridine-3-carbonitrile). Yield: 111.9%. Reaction SMILES: Cl[C:2]1[C:7]([C:8]([C:10](=[CH:13][N:14](C)C)[C:11]#[N:12])=[O:9])=[CH:6][C:5]([N+:17]([O-:19])=[O:18])=[CH:4][N:3]=1>C(O)C.[OH-].[NH4+]>[N+:17]([C:5]1[CH:6]=[C:7]2[C:2](=[N:3][CH:4]=1)[NH:12][CH:11]=[C:10]([C:13]#[N:14])[C:8]2=[O:9])([O-:19])=[O:18] |f:2.3|. Procedure details: A solution of 22.4 g (79.8 mmol) of 2-(2-chloro-5-nitro-pyridine-3-carbonyl)-3-dimethylamino-acrylonitrile was refluxed in a mixture of 500 ml of ethanol and 180 ml of conc. ammonium hydroxide for 2 hr. The mixture was cooled and solid was collected which was washed with ether. Concentrating the filtrate gave a second crop which was collected and washed with ether. Solids were combined. After drying, 19.3 g of the title compound was obtained as a yellow solid: mass spectrum (electrospray, m/e): ...